This data is from the Open Reaction Database (ORD), a public repository of structured organic reaction records. The task is: describe an organic reaction: reactants, conditions, products, and yield Starting materials: CO[C@@H]1COCCC1(OC)OC ((R)-3,4,4-trimethoxytetrahydro-2H-pyran), O (H2O), Cl (HCl). The solvent is C1CCOC1 (THF). Run at temperature 0 celsius, time 1.5 hour. Yields the product CO[C@@H]1COCCC1=O ((R)-3-methoxydihydro-2H-pyran-4(3H)-one). Isolated yield 69.0%. Reaction SMILES: [CH3:1][O:2][C@H:3]1[C:8](OC)([O:9]C)[CH2:7][CH2:6][O:5][CH2:4]1.O.Cl>C1COCC1>[CH3:1][O:2][C@H:3]1[C:8](=[O:9])[CH2:7][CH2:6][O:5][CH2:4]1. Procedure details: A stirred mixture of (R)-3,4,4-trimethoxytetrahydro-2H-pyran (as prepared in the previous step, 141 g, 0.80 mol), in THF (3.6 L) and H2O (1.1 L) in an ice/acetone bath at <0° C., was treated with a solution of HCl (conc., 595 mL, 7.21 mol) added via addition funnel over 45 min while keeping temperature <3° C. After the addition was complete, the reaction was allowed to stir for 1.5 h at 0° C. The reaction was evaporated until ˜1.9 L of concentrate remained. The concentrated was transferred to a ... Reactants: CN1CCN(CC1)CC(=O)N1C2=C(C(NC3=C1C=CC=C3)=O)C=CC=N2 (6,11-dihydro-11-[(4-methylpiperazino)acetyl]-5H-pyrido[2,3-b][1,5]benzodiazepin-5-one), P12(=S)SP3(=S)SP(=S)(S1)SP(=S)(S2)S3 (phosphorus pentasulfide). Solvent: N1=CC=CC=C1 (pyridine). The product is CN1CCN(CC1)CC(=O)N1C2=C(C(NC3=C1C=CC=C3)=S)C=CC=N2 (6,11-dihydro-11-[(4-methylpiperazino)-acetyl]-5H-pyrido[2,3-b][1,5]benzodiazepin-5-thione). Reaction SMILES: [CH3:1][N:2]1[CH2:7][CH2:6][N:5]([CH2:8][C:9]([N:11]2[C:17]3[CH:18]=[CH:19][CH:20]=[CH:21][C:16]=3[NH:15][C:14](=O)[C:13]3[CH:23]=[CH:24][CH:25]=[N:26][C:12]2=3)=[O:10])[CH2:4][CH2:3]1.P12(SP3(SP(SP(S3)(S1)=S)(=S)S2)=S)=[S:28]>N1C=CC=CC=1>[CH3:1][N:2]1[CH2:7][CH2:6][N:5]([CH2:8][C:9]([N:11]2[C:17]3[CH:18]=[CH:19][CH:20]=[CH:21][C:16]=3[NH:15][C:14](=[S:28])[C:13]3[CH:23]=[CH:24][CH:25]=[N:26][C:12]2=3)=[O:10])[CH2:4][CH2:3]1. Procedure: In the manner given in Example 1, 6,11-dihydro-11-[(4-methylpiperazino)acetyl]-5H-pyrido[2,3-b][1,5]benzodiazepin-5-one is reacted with phosphorus pentasulfide in pyridine to give 6,11-dihydro-11-[(4-methylpiperazino)-acetyl]-5H-pyrido[2,3-b][1,5]benzodiazepin-5-thione. Reactants: FC(C(=O)OC)F (Methyl difluoroacetate), C(O)CN (ethanolamine), ClCCl (dichloromethane). Solvent: C(C)#N (acetonitrile). Product: N (ammonia), FC(C(=O)NCCO)F (2,2-difluoro-N-(2-hydroxyethyl)acetamide). Yield: 195.7%. Reaction SMILES: [F:1][CH:2]([F:7])[C:3](OC)=[O:4].[CH2:8]([CH2:10][NH2:11])[OH:9].ClCCl>C(#N)C>[NH3:11].[F:7][CH:2]([F:1])[C:3]([NH:11][CH2:10][CH2:8][OH:9])=[O:4]. Reported procedure: Methyl difluoroacetate (5 g, 45 mmol) in acetonitrile (50 ml) was reacted with ethanolamine (2.66 ml, 45.4 mmol) at ambient temperature for 24 hours. The solvent was evaporated and the residual oil was purified by chromatography on silica gel, eluting with dichloromethane:methanol (96:4) then dichloromethane:methanolic ammonia (94:6) to yield 2,2-difluoro-N-(2-hydroxyethyl)acetamide (6.18 g, 98% yield): The reactants are CC(C)(C)OC(=O)Nc1ccc(-c2ccc(F)cc2F)cc1NC(=O)CC(=O)c1ccnc(C#N)c1, ClCCl, O=C(O)C(F)(F)F. Product: N#Cc1cc(C2=Nc3ccc(-c4ccc(F)cc4F)cc3NC(=O)C2)ccn1. As a reaction SMILES: [C:1]([O:2][C:3](=[O:4])[NH:7][c:8]1[c:9]([NH:22][C:23]([CH2:24][C:25](=[O:5])[c:27]2[cH:28][c:29]([C:33]#[N:34])[n:30][cH:31][cH:32]2)=[O:35])[cH:10][c:11](-[c:14]2[c:15]([F:21])[cH:16][c:17]([F:20])[cH:18][cH:19]2)[cH:12][cH:13]1)([CH3:6])([CH3:26])[CH3:36].[Cl:44][CH2:45][Cl:46].[F:37][C:38]([F:39])([F:40])[C:41]([OH:42])=[O:43]>>[N:7]1=[C:25]([c:27]2[cH:28][c:29]([C:33]#[N:34])[n:30][cH:31][cH:32]2)[CH2:24][C:23](=[O:35])[NH:22][c:9]2[c:8]1[cH:13][cH:12][c:11](-[c:14]1[c:15]([F:21])[cH:16][c:17]([F:20])[cH:18][cH:19]1)[cH:10]2.